The task is: describe an organic reaction: reactants, conditions, products, and yield. This data is from the Open Reaction Database (ORD), a public repository of structured organic reaction records. The reactants are CC(=O)O[BH-](OC(C)=O)OC(C)=O, Nc1cccc2c1CCNC2, [Na+], C1CCOC1, O=Cc1ccnc2ccccc12. The product is Nc1cccc2c1CCN(Cc1ccnc3ccccc13)C2. As a reaction SMILES: [C:24]([O:25][BH-:26]([O:27][C:28](=[O:29])[CH3:30])[O:31][C:32](=[O:33])[CH3:34])(=[O:35])[CH3:36].[NH2:1][c:2]1[c:3]2[c:8]([cH:9][cH:10][cH:11]1)[CH2:7][NH:6][CH2:5][CH2:4]2.[Na+:37].[O:38]1[CH2:39][CH2:40][CH2:41][CH2:42]1.[n:12]1[cH:13][cH:14][c:15]([CH:22]=[O:23])[c:16]2[cH:17][cH:18][cH:19][cH:20][c:21]12>>[NH2:1][c:2]1[c:3]2[c:8]([cH:9][cH:10][cH:11]1)[CH2:7][N:6]([CH2:22][c:15]1[cH:14][cH:13][n:12][c:21]3[c:16]1[cH:17][cH:18][cH:19][cH:20]3)[CH2:5][CH2:4]2. Reactants: CCO, CON, Cl, CS(=O)(=O)c1ccc(C(=O)CCCCCCn2ccnc2)cc1, O. The product is CON=C(CCCCCCn1ccnc1)c1ccc(S(C)(=O)=O)cc1. RXN SMILES: [CH3:24][CH2:25][OH:26].[CH3:28][O:29][NH2:30].[ClH:27].[O:1]=[C:2]([CH2:3][CH2:4][CH2:5][CH2:6][CH2:7][CH2:8][n:9]1[cH:10][n:11][cH:12][cH:13]1)[c:14]1[cH:15][cH:16][c:17]([S:20](=[O:21])(=[O:22])[CH3:23])[cH:18][cH:19]1.[OH2:31]>>[C:2]([CH2:3][CH2:4][CH2:5][CH2:6][CH2:7][CH2:8][n:9]1[cH:10][n:11][cH:12][cH:13]1)([c:14]1[cH:15][cH:16][c:17]([S:20](=[O:21])(=[O:22])[CH3:23])[cH:18][cH:19]1)=[N:30][O:29][CH3:28]. Starting materials: Brc1ccc(CN2CCNC(Cc3ccccc3)C2)cc1, CCO, Cc1ccccc1, OB(O)c1ccccc1C(F)(F)F, [Na+], [Na+], O=C([O-])[O-], c1ccc(P(c2ccccc2)(c2ccccc2)[Pd](P(c2ccccc2)(c2ccccc2)c2ccccc2)(P(c2ccccc2)(c2ccccc2)c2ccccc2)P(c2ccccc2)(c2ccccc2)c2ccccc2)cc1. The product is FC(F)(F)c1ccccc1-c1ccc(CN2CCNC(Cc3ccccc3)C2)cc1. Reaction SMILES: [CH2:1]([c:2]1[cH:3][cH:4][cH:5][cH:6][cH:7]1)[CH:8]1[CH2:9][N:10]([CH2:14][c:15]2[cH:16][cH:17][c:18]([Br:21])[cH:19][cH:20]2)[CH2:11][CH2:12][NH:13]1.[CH3:125][CH2:126][OH:127].[CH3:41][c:42]1[cH:43][cH:44][cH:45][cH:46][cH:47]1.[F:22][C:23]([c:24]1[c:25]([B:30]([OH:31])[OH:32])[cH:26][cH:27][cH:28][cH:29]1)([F:33])[F:34].[Na+:35].[Na+:36].[O-:37][C:38](=[O:39])[O-:40].[cH:48]1[cH:49][cH:50][c:51]([P:52]([Pd:53]([P:54]([c:55]2[cH:56][cH:57][cH:58][cH:59][cH:60]2)([c:61]2[cH:62][cH:63][cH:64][cH:65][cH:66]2)[c:67]2[cH:68][cH:69][cH:70][cH:71][cH:72]2)([P:73]([c:74]2[cH:75][cH:76][cH:77][cH:78][cH:79]2)([c:80]2[cH:81][cH:82][cH:83][cH:84][cH:85]2)[c:86]2[cH:87][cH:88][cH:89][cH:90][cH:91]2)[P:92]([c:93]2[cH:94][cH:95][cH:96][cH:97][cH:98]2)([c:99]2[cH:100][cH:101][cH:102][cH:103][cH:104]2)[c:105]2[cH:106][cH:107][cH:108][cH:109][cH:110]2)([c:111]2[cH:112][cH:113][cH:114][cH:115][cH:116]2)[c:117]2[cH:118][cH:119][cH:120][cH:121][cH:122]2)[cH:123][cH:124]1>>[CH2:1]([c:2]1[cH:3][cH:4][cH:5][cH:6][cH:7]1)[CH:8]1[CH2:9][N:10]([CH2:14][c:15]2[cH:16][cH:17][c:18](-[c:25]3[c:24]([C:23]([F:22])([F:33])[F:34])[cH:29][cH:28][cH:27][cH:26]3)[cH:19][cH:20]2)[CH2:11][CH2:12][NH:13]1. The reactants are Cl (HCl), NC1(CCC1)C1=CC=C(C=C1)C1=C(OC2=CC=C(C=C2C1=O)F)C1=CC=CC=C1 (3-[4-(1-amino-cyclobutyl)-phenyl]-6-fluoro-2-phenyl-chromen-4-one), C(C)(C)(C)OC(NC1(CCC1)C1=CC=C(C=C1)C=1C(C2=CC=C3C(=C2OC1C1=CC=CC=C1)N(N=C3CC)C)=O)=O ({1-[4-(3-ethyl-1-methyl-6-oxo-8-phenyl-1,6-dihydro-9-oxa-1,2-diaza-cyclopenta[a]naphthalen-7-yl)-phenyl]-cyclobutyl}-carbamic acid tert-butyl ester), C(=O)(C(F)(F)F)O (TFA). Solvent: CO (MeOH), O (water). Yields the product Cl.NC1(CCC1)C1=CC=C(C=C1)C=1C(C2=CC=C3C(=C2OC1C1=CC=CC=C1)N(N=C3CC)C)=O (7-[4-(1-Amino-cyclobutyl)-phenyl]-3-ethyl-1-methyl-8-phenyl-1H-9-oxa-1,2-diaza-cyclopenta[a]naphthalen-6-one hydrochloride). The yield is 43.0%. RXN SMILES: NC1(C2C=CC(C3C(=O)C4C(=CC=C(F)C=4)OC=3C3C=CC=CC=3)=CC=2)CCC1.C(OC(=O)[NH:36][C:37]1([C:41]2[CH:46]=[CH:45][C:44]([C:47]3[C:48](=[O:69])[C:49]4[C:54]([O:55][C:56]=3[C:57]3[CH:62]=[CH:61][CH:60]=[CH:59][CH:58]=3)=[C:53]3[N:63]([CH3:68])[N:64]=[C:65]([CH2:66][CH3:67])[C:52]3=[CH:51][CH:50]=4)=[CH:43][CH:42]=2)[CH2:40][CH2:39][CH2:38]1)(C)(C)C.C(O)(C(F)(F)F)=O.[ClH:78]>CO.O>[ClH:78].[NH2:36][C:37]1([C:41]2[CH:42]=[CH:43][C:44]([C:47]3[C:48](=[O:69])[C:49]4[C:54]([O:55][C:56]=3[C:57]3[CH:62]=[CH:61][CH:60]=[CH:59][CH:58]=3)=[C:53]3[N:63]([CH3:68])[N:64]=[C:65]([CH2:66][CH3:67])[C:52]3=[CH:51][CH:50]=4)=[CH:45][CH:46]=2)[CH2:40][CH2:39][CH2:38]1 |f:6.7|. Procedure details: Following the procedure used to prepare 3-[4-(1-amino-cyclobutyl)-phenyl]-6-fluoro-2-phenyl-chromen-4-one, {1-[4-(3-ethyl-1-methyl-6-oxo-8-phenyl-1,6-dihydro-9-oxa-1,2-diaza-cyclopenta[a]naphthalen-7-yl)-phenyl]-cyclobutyl}-carbamic acid tert-butyl ester was treated with TFA. The resultant free base was dissolved in a mixture of MeOH (2 mL), water (3 mL) and 1 M HCl (0.1 mL) and chromatographed on a 2 g C18 cartridge {gradient 40 to 65% MeOH in water+1 M HCl (60 μL in each 5 mL of eluent)} to gi...